Dataset: the Open Reaction Database (ORD), a public repository of structured organic reaction records. Task: describe an organic reaction: reactants, conditions, products, and yield The reactants are CCO, O=C(Nc1ccc(F)c([N+](=O)[O-])c1)c1ccc(F)cc1Cl, Cl, [Na+], [OH-]. Yields the product Nc1cc(NC(=O)c2ccc(F)cc2Cl)ccc1F. RXN SMILES: [CH3:25][CH2:26][OH:27].[Cl:1][c:2]1[c:3]([C:4](=[O:5])[NH:6][c:7]2[cH:8][c:9]([N+:14]([O-:15])=[O:16])[c:10]([F:13])[cH:11][cH:12]2)[cH:17][cH:18][c:19]([F:21])[cH:20]1.[ClH:22].[Na+:24].[OH-:23]>>[Cl:1][c:2]1[c:3]([C:4](=[O:5])[NH:6][c:7]2[cH:8][c:9]([NH2:14])[c:10]([F:13])[cH:11][cH:12]2)[cH:17][cH:18][c:19]([F:21])[cH:20]1. Reactants: ClC1=CC(=CC=C1)C(=O)OO (3-chloroperbenzoic acid), C(CCC)OCCOC1=CC=C(C=C1)C=1C=CC2=C(C=C(CCN2CC(C)C)C(=O)NC2=CC=C(C=C2)SCCC2=NN=CN2CCC)C1 (7-[4-(2-butoxyethoxy)phenyl]-1-isobutyl-N-[4-[2-(4-propyl-4H-1,2,4-triazol-3-yl)ethylthio]phenyl]-2,3-dihydro-1H-1-benzazepine-4-carboxamide), S(=S)(=O)([O-])[O-].[Na+].[Na+] (sodium thiosulfate). Run in ClCCl (dichloromethane), ClCCl (dichloromethane). Reaction conditions: temperature -78 celsius, time 1 hour. Product: C(CCC)OCCOC1=CC=C(C=C1)C=1C=CC2=C(C=C(CCN2CC(C)C)C(=O)NC2=CC=C(C=C2)S(=O)CCC2=NN=CN2CCC)C1 (7-[4-(2-butoxyethoxy)phenyl]-1-isobutyl-N-[4-[2-(4-propyl-4H-1,2,4-triazol-3-yl)ethylsulfinyl]phenyl]-2,3-dihydro-1H-1-benzazepine-4-carboxamide). Isolated yield 83.5%. RXN SMILES: [CH2:1]([O:5][CH2:6][CH2:7][O:8][C:9]1[CH:14]=[CH:13][C:12]([C:15]2[CH:16]=[CH:17][C:18]3[N:24]([CH2:25][CH:26]([CH3:28])[CH3:27])[CH2:23][CH2:22][C:21]([C:29]([NH:31][C:32]4[CH:37]=[CH:36][C:35]([S:38][CH2:39][CH2:40][C:41]5[N:45]([CH2:46][CH2:47][CH3:48])[CH:44]=[N:43][N:42]=5)=[CH:34][CH:33]=4)=[O:30])=[CH:20][C:19]=3[CH:49]=2)=[CH:11][CH:10]=1)[CH2:2][CH2:3][CH3:4].ClC1C=CC=C(C(OO)=[O:58])C=1.S([O-])([O-])(=O)=S.[Na+].[Na+]>ClCCl>[CH2:1]([O:5][CH2:6][CH2:7][O:8][C:9]1[CH:10]=[CH:11][C:12]([C:15]2[CH:16]=[CH:17][C:18]3[N:24]([CH2:25][CH:26]([CH3:27])[CH3:28])[CH2:23][CH2:22][C:21]([C:29]([NH:31][C:32]4[CH:33]=[CH:34][C:35]([S:38]([CH2:39][CH2:40][C:41]5[N:45]([CH2:46][CH2:47][CH3:48])[CH:44]=[N:43][N:42]=5)=[O:58])=[CH:36][CH:37]=4)=[O:30])=[CH:20][C:19]=3[CH:49]=2)=[CH:13][CH:14]=1)[CH2:2][CH2:3][CH3:4] |f:2.3.4|. Procedure details: 7-[4-(2-butoxyethoxy)phenyl]-1-isobutyl-N-[4-[2-(4-propyl-4H-1,2,4-triazol-3-yl)ethylthio]phenyl]-2,3-dihydro-1H-1-benzazepine-4-carboxamide (1.1 g) was dissolved in dichloromethane (40 ml), and the mixture was cooled to −78° C. A solution of 3-chloroperbenzoic acid (0.6 g) in dichloromethane (10 ml) was added dropwise to the mixture. The mixture was stirred for 1 hour at −78° C., and then, sodium thiosulfate solution was added to the mixture, and the mixture was concentrated, and extracted with... Starting materials: ClCCl, CN(C)c1cccc(CN)c1, CC(C)(C)OC(=O)NC(Cc1ccccc1)C1CO1. The product is CN(C)c1cccc(CNCC(O)C(Cc2ccccc2)NC(=O)OC(C)(C)C)c1. As a reaction SMILES: [Cl:31][CH2:32][Cl:33].[NH2:1][CH2:2][c:3]1[cH:4][c:5]([N:6]([CH3:7])[CH3:8])[cH:9][cH:10][cH:11]1.[O:12]1[CH:13]([CH:15]([CH2:16][c:17]2[cH:18][cH:19][cH:20][cH:21][cH:22]2)[NH:23][C:24]([O:25][C:26]([CH3:27])([CH3:28])[CH3:29])=[O:30])[CH2:14]1>>[NH:1]([CH2:2][c:3]1[cH:4][c:5]([N:6]([CH3:7])[CH3:8])[cH:9][cH:10][cH:11]1)[CH2:14][CH:13]([OH:12])[CH:15]([CH2:16][c:17]1[cH:18][cH:19][cH:20][cH:21][cH:22]1)[NH:23][C:24]([O:25][C:26]([CH3:27])([CH3:28])[CH3:29])=[O:30]. The reactants are COC(C(CC1=CC=C(C=C1)CO)Cl)=O (2-chloro-3-(4-hydroxymethyl-phenyl)-propionic acid methyl ester), NC1=CC=C(C=C1)CC(=O)O (2-(4-amino phenyl)-acetic acid), ClC(COC(C=C)=O)(Cl)Cl (acrylic acid 2,2,2-trichloroethyl ester). Product: ClC(COC(C(CC1=CC=C(C=C1)CC(=O)O)Cl)=O)(Cl)Cl (3-(4-Carboxymethyl-phenyl)-2-chloro-propionic acid 2,2,2-trichloro-ethyl ester), product. Yield: 47.3%. As a reaction SMILES: N[C:2]1[CH:7]=[CH:6][C:5]([CH2:8][C:9]([OH:11])=[O:10])=[CH:4][CH:3]=1.[Cl:12][C:13]([Cl:21])([Cl:20])[CH2:14][O:15][C:16](=[O:19])[CH:17]=[CH2:18].COC(=O)C([Cl:35])CC1C=CC(CO)=CC=1>>[Cl:12][C:13]([Cl:21])([Cl:20])[CH2:14][O:15][C:16](=[O:19])[CH:17]([Cl:35])[CH2:18][C:2]1[CH:7]=[CH:6][C:5]([CH2:8][C:9]([OH:11])=[O:10])=[CH:4][CH:3]=1. Procedure details: The title compound was prepared from 2-(4-amino phenyl)-acetic acid (1.00 g, 6.61 mmol) and acrylic acid 2,2,2-trichloroethyl ester (6.73 g, 33.08 mmol) as described for 2-chloro-3-(4-hydroxymethyl-phenyl)-propionic acid methyl ester. The crude product was purified by flash chromatography using DCM/MeOH 95:5 as the eluent to afford the product as an oil (1.17 g, 47.3%). 1H NMR (300 MHz, CDCl3): δ 7.17-7.33 (m, 4H), 4.73 (s, 2H), 4.52-4.56 (t, 1H), 3.60-3.63 (m, 2H), 3.37-3.42 (dd, 1H), 3.17-3.23... Starting materials: NC1=C(CO)C(=CC=C1)Cl (2-amino-6-chlorobenzyl alcohol), [C@H]1(CCC2=CC=CC=C12)N=C=S ((R)-(−)-1-indanyl isothiocyanate), NaH2PO4.2H2O, C1(CCCCC1)N=C=NC1CCCCC1 (dicyclohexylcarbodiimide). The solvent is O1CCCC1 (tetrahydrofuran), C(C)(=O)OCC (ethyl acetate), O (water). Reaction conditions: temperature 23 celsius, time 18 hour. Yields the product ClC1=CC=CC=2N=C(OCC21)N[C@@H]2CCC1=CC=CC=C21 ((5-Chloro-4H-benzo[d][1,3]oxazin-2-yl)-(R)-indan-1- yl -amine). Isolated yield 36.0%. As a reaction SMILES: [NH2:1][C:2]1[CH:9]=[CH:8][CH:7]=[C:6]([Cl:10])[C:3]=1[CH2:4][OH:5].[C@H:11]1([N:20]=[C:21]=S)[C:19]2[C:14](=[CH:15][CH:16]=[CH:17][CH:18]=2)[CH2:13][CH2:12]1.C1(N=C=NC2CCCCC2)CCCCC1>O1CCCC1.C(OCC)(=O)C.O>[Cl:10][C:6]1[C:3]2[CH2:4][O:5][C:21]([NH:20][C@H:11]3[C:19]4[C:14](=[CH:15][CH:16]=[CH:17][CH:18]=4)[CH2:13][CH2:12]3)=[N:1][C:2]=2[CH:9]=[CH:8][CH:7]=1. Procedure details: To a stirred solution of commercially available 2-amino-6-chlorobenzyl alcohol (CAS-no. 39885-08-0) (315 mg, 2 mmol) in tetrahydrofuran (4 ml) at 23° C. was added commercially available (R)-(−)-1-indanyl isothiocyanate (CAS-no. 737000-97-4) (324 ul, 2 mmol) and the mixture was stirred at 23° C. for 18 h, then at reflux for another 3 h. Cooled to 23° C., the solvent was removed in vacuum, the residue was dissolved in acetonitrile (4 ml), added dicyclohexylcarbodiimide (DCC) (619 mg, 3.0 mmol) and...